From a dataset of the Open Reaction Database (ORD), a public repository of structured organic reaction records. describe an organic reaction: reactants, conditions, products, and yield Starting materials: C=C(CC(=O)OC)C(=O)OC, Cc1ccccc1, CO, CO, [H][H], [Rh]. Yields the product COC(=O)CC(C)C(=O)OC. RXN SMILES: [C:1]([C:2](=[CH2:3])[CH2:4][C:5](=[O:6])[O:7][CH3:8])(=[O:9])[O:10][CH3:11].[CH3:14][c:15]1[cH:16][cH:17][cH:18][cH:19][cH:20]1.[CH3:21][OH:22].[CH3:23][OH:24].[H:12][H:13].[Rh:25]>>[C:1]([CH:2]([CH3:3])[CH2:4][C:5](=[O:6])[O:7][CH3:8])(=[O:9])[O:10][CH3:11]. The reactants are C1(=CC=CC=C1)P(C1=CC=CC=C1)C1=CC=CC=C1 (Triphenylphosphine), C(Br)(Br)(Br)Br (carbon tetrabromide), FC1=C(COCC=CCO)C=C(C=C1)Br (4-(2-fluoro-5-bromobenzyloxy)but-2-en-1-ol). Run in C(C)OCC (diethyl ether). Reaction conditions: time 6 hour. Yields the product FC1=C(COC\C=C/CBr)C=C(C=C1)Br (cis 4-(2-fluoro-5-bromobenzyloxy)but-2-enyl bromide). Reaction SMILES: [F:1][C:2]1[CH:14]=[CH:13][C:12]([Br:15])=[CH:11][C:3]=1[CH2:4][O:5][CH2:6][CH:7]=[CH:8][CH2:9]O.C1(P(C2C=CC=CC=2)C2C=CC=CC=2)C=CC=CC=1.C(Br)(Br)(Br)[Br:36]>C(OCC)C>[F:1][C:2]1[CH:14]=[CH:13][C:12]([Br:15])=[CH:11][C:3]=1[CH2:4][O:5][CH2:6]/[CH:7]=[CH:8]\[CH2:9][Br:36]. Procedure details: In a 100 ml round bottom flask 4-(2-fluoro-5-bromobenzyloxy)but-2-en-1-ol (2.145 g, 7.80 mmol) was dissolved in diethyl ether under a nitrogen atmosphere. Triphenylphosphine (2.66 g, 10.1 mmol) and then carbon tetrabromide (3.36 g, 10.1 mmol) were added to the reaction mixture. The resulting mixture was stirred for six hours at ambient temperature. A white precipitate formed during the stirring. The progress of the reaction was monitored by thin layer chromatography. The solution was filtered an... Reported procedure: A mixture of 2-(2-amino-phenylamino)-2-methyl-propionic acid tert-butyl ester (570 mg, 2.3 mmol) in THF (25 mL) was added 1,1′-carbonyldiimidazole (560 mg, 3.5 mmol). The solution was stirred at room temperature for 16 hours. The reaction mixture was concentrated. The resulting residue was purified by CombiFlash with 50% EtOAc in Hexane as the eluent to afford the desired 2-methyl-2-(2-oxo-2,3-dihydro-benzimidazol-1-yl)-propionic acid tert-butyl ester (462 mg, 72%). Run in C1CCOC1 (THF). Product: C(C)(C)(C)OC(C(C)(N1C(NC2=C1C=CC=C2)=O)C)=O (2-methyl-2-(2-oxo-2,3-dihydro-benzimidazol-1-yl)-propionic acid tert-butyl ester). RXN SMILES: [C:1]([O:5][C:6](=[O:18])[C:7]([NH:10][C:11]1[CH:16]=[CH:15][CH:14]=[CH:13][C:12]=1[NH2:17])([CH3:9])[CH3:8])([CH3:4])([CH3:3])[CH3:2].[C:19](N1C=CN=C1)(N1C=CN=C1)=[O:20]>C1COCC1>[C:1]([O:5][C:6](=[O:18])[C:7]([CH3:9])([N:10]1[C:11]2[CH:16]=[CH:15][CH:14]=[CH:13][C:12]=2[NH:17][C:19]1=[O:20])[CH3:8])([CH3:2])([CH3:3])[CH3:4]. Conditions: time 16 hour. Yield: 72.7%. Starting materials: C(C)(C)(C)OC(C(C)(C)NC1=C(C=CC=C1)N)=O (2-(2-amino-phenylamino)-2-methyl-propionic acid tert-butyl ester), C(=O)(N1C=NC=C1)N1C=NC=C1 (1,1′-carbonyldiimidazole). The reactants are [OH-].[Na+] (sodium hydroxide), Cl (hydrochloric acid), O (water), C\C(=C/C(=O)OC)\C=C\C(=C(\C=C\C1=C(SC(=C1C)C)C)/C)\F (methyl 2E,4E,6Z,8E-3,7-dimethyl-6-fluoro-9-(2,4,5-trimethyl-3-thienyl)-2,4,6,8-nonatetraenoate). Solvent: C(C)O (ethanol). Run at temperature 45 celsius, time 4 hour. Yields the product C\C(=C/C(=O)O)\C=C\C(=C(\C=C\C1=C(SC(=C1C)C)C)/C)\F (2E,4E,6Z,8E-3,7-dimethyl-6-fluoro-9-(2,4,5-trimethyl-3-thienyl)-2,4,6,8-nonatetraenoic acid). Isolated yield 62.0%. Reaction SMILES: [OH-].[Na+].O.[CH3:4]/[C:5](/[CH:11]=[CH:12]/[C:13](/[F:26])=[C:14](\[CH3:25])/[CH:15]=[CH:16]/[C:17]1[C:21]([CH3:22])=[C:20]([CH3:23])[S:19][C:18]=1[CH3:24])=[CH:6]\[C:7]([O:9]C)=[O:8].Cl>C(O)C>[CH3:4]/[C:5](/[CH:11]=[CH:12]/[C:13](/[F:26])=[C:14](\[CH3:25])/[CH:15]=[CH:16]/[C:17]1[C:21]([CH3:22])=[C:20]([CH3:23])[S:19][C:18]=1[CH3:24])=[CH:6]\[C:7]([OH:9])=[O:8] |f:0.1|. Reported procedure: A solution of 0.5 g. (12.5 mmol) of sodium hydroxide in 4 ml. of water was added to a solution of 1.0 g. (3 mmole) of methyl 2E,4E,6Z,8E-3,7-dimethyl-6-fluoro-9-(2,4,5-trimethyl-3-thienyl)-2,4,6,8-nonatetraenoate in 10 ml. of absolute ethanol. The mixture was stirred at 45° C. for 4 hours. The solution was cooled to room temperature, acidified with 3 N hydrochloric acid and filtered. The crude orange solid was purified by silica gel chromatography, euted with hexane-ethyl acetate (3:5 parts by v...